Dataset: the Open Reaction Database (ORD), a public repository of structured organic reaction records. Task: describe an organic reaction: reactants, conditions, products, and yield Reactants: FC(S(=O)(=O)NC(C(F)(F)F)=O)(F)F.[Na] (sodium N-(trifluoromethanesulfonyl)trifluoroacetamide), [O-]S(=O)(=O)C(F)(F)F.C[N+]1=CN(C=C1)CC(F)(F)F (1-Methyl-3-(2′,2′,2′-trifluoroethyl)imidazolium triflate). The solvent is O (water), O (water). The product is FC(S(=O)(=O)NC(C(F)(F)F)=O)(F)F.C[N+]1=CN(C=C1)CC(F)(F)F (1-methyl-3-(2′,2′,2′-trifluoroethyl)imidazolium N-(trifluoromethanesulfonyl)-trifluoroacetamide). Reaction SMILES: [O-]S(C(F)(F)F)(=O)=O.[CH3:9][N+:10]1[CH:14]=[CH:13][N:12]([CH2:15][C:16]([F:19])([F:18])[F:17])[CH:11]=1.[F:20][C:21]([F:33])([F:32])[S:22]([NH:25][C:26](=[O:31])[C:27]([F:30])([F:29])[F:28])(=[O:24])=[O:23].[Na]>O>[F:32][C:21]([F:20])([F:33])[S:22]([NH:25][C:26](=[O:31])[C:27]([F:28])([F:29])[F:30])(=[O:24])=[O:23].[CH3:9][N+:10]1[CH:14]=[CH:13][N:12]([CH2:15][C:16]([F:18])([F:17])[F:19])[CH:11]=1 |f:0.1,2.3,5.6,^1:33|. Procedure details: 1-Methyl-3-(2′,2′,2′-trifluoroethyl)imidazolium triflate (10 mmol) and water (10 ml) were placed in a reaction vessel, and a solution of sodium N-(trifluoromethanesulfonyl)trifluoroacetamide (2.94 g, 11 mmol) and water (3 ml) were added thereto while stirring. The mixture was then stirred for 15 minutes. The lower oil layer was separated, and this layer was repeatedly washed with water. The obtained oil product was dehydrated using a vacuum pump at 110° C. for 3 hours, and 1-methyl-3-(2′,2′,2′-t... The reactants are BrC1=C(C=C(O[Si](C)(C)C(C)(C)C)C=C1C)C ((4-bromo-3,5-dimethylphenoxy)(tert-butyl)dimethylsilane), CCCCCC.C(CCC)[Li] (n-butyllithium hexane), Cl (hydrochloric acid), B(OC(C)C)(OC(C)C)OC(C)C (triisopropyl borate). Solvent: O1CCCC1 (tetrahydrofuran). Reaction conditions: temperature -78 celsius. Product: [Si](C)(C)(C(C)(C)C)OC1=CC(=C(C(=C1)C)B(O)O)C ((4-{[tert-butyl(dimethyl)silyl]oxy}-2,6-dimethylphenyl)boronic acid). Yield: 53.5%. RXN SMILES: Br[C:2]1[C:15]([CH3:16])=[CH:14][C:5]([O:6][Si:7]([C:10]([CH3:13])([CH3:12])[CH3:11])([CH3:9])[CH3:8])=[CH:4][C:3]=1[CH3:17].CCCCCC.C([Li])CCC.[B:29](OC(C)C)([O:34]C(C)C)[O:30]C(C)C.Cl>O1CCCC1>[Si:7]([O:6][C:5]1[CH:14]=[C:15]([CH3:16])[C:2]([B:29]([OH:34])[OH:30])=[C:3]([CH3:17])[CH:4]=1)([C:10]([CH3:13])([CH3:12])[CH3:11])([CH3:9])[CH3:8] |f:1.2|. Procedure details: To a solution (250 mL) of (4-bromo-3,5-dimethylphenoxy)(tert-butyl)dimethylsilane (39.2 g, 124 mmol) in tetrahydrofuran was added n-butyllithium hexane solution (1.6 M, 90.0 mL, 144 mmol) under stirring at −78° C. The reaction mixture was stirred at the same temperature for 2 hr, and triisopropyl borate (40.0 mL, 173 mmol) was added. The mixture was allowed to warm to room temperature and stirred for 3 hr. To the reaction mixture was added 2 M hydrochloric acid (180 mL), and the mixture was stir... The reactants are CCOCC, COS(=O)(=O)[O-], CN(C)C1=[N+](C)CCC1. Product: COC1(N(C)C)CCCN1C. As a reaction SMILES: [CH3:16][CH2:17][O:18][CH2:19][CH3:20].[CH3:1][O:2][S:3]([O-:4])(=[O:5])=[O:6].[CH3:7][N:8]([C:9]1=[N+:10]([CH3:14])[CH2:11][CH2:12][CH2:13]1)[CH3:15]>>[CH3:1][O:2][C:9]1([N:8]([CH3:7])[CH3:15])[N:10]([CH3:14])[CH2:11][CH2:12][CH2:13]1. Starting materials: FC1=C(C=CC=C1)C=CC(=O)N[C@@H](CC1=CN(C2=CC=CC=C12)C=O)C(=O)OC (Methyl Nα-[3-(2-Fluorophenyl)acryloyl]-1-Formyl-L-Tryptophanate), [OH-].[Na+] (sodium hydroxide). The solvent is CO (methanol). Product: FC1=C(C=CC=C1)C=CC(=O)N[C@@H](CC1=CN(C2=CC=CC=C12)C=O)C(=O)O (Nα-[3-(2-Fluorophenyl)acryloyl]-1-Formyl-L-Tryptophan). The yield is 75.6%. Reaction SMILES: [F:1][C:2]1[CH:7]=[CH:6][CH:5]=[CH:4][C:3]=1[CH:8]=[CH:9][C:10]([NH:12][C@H:13]([C:26]([O:28]C)=[O:27])[CH2:14][C:15]1[C:23]2[C:18](=[CH:19][CH:20]=[CH:21][CH:22]=2)[N:17]([CH:24]=[O:25])[CH:16]=1)=[O:11].[OH-].[Na+]>CO>[F:1][C:2]1[CH:7]=[CH:6][CH:5]=[CH:4][C:3]=1[CH:8]=[CH:9][C:10]([NH:12][C@H:13]([C:26]([OH:28])=[O:27])[CH2:14][C:15]1[C:23]2[C:18](=[CH:19][CH:20]=[CH:21][CH:22]=2)[N:17]([CH:24]=[O:25])[CH:16]=1)=[O:11] |f:1.2|. Procedure: The same procedures as in Example 64 were carried out from the compound obtained in Example 30 (4.8 g), 1 mol/L of an aqueous sodium hydroxide solution (16 mL), and methanol (160 mL), to give the captioned compound (3.5 g, 75%) as crystals. Reactants: C1(CCC1)N1C(=NC=C1C(/C(=C/N(C)C)/F)=O)C ((2Z)-1-(1-cyclobutyl-2-methyl-1H-imidazol-5-yl)-3-(dimethylamino)-2-fluoroprop-2-en-1-one), N1(CCOCC1)C1=CC=C(C=C1)NC(=N)N (N-(4-morpholin-4-ylphenyl)guanidine). The product is O1CCN(CC1)C1=CC=C(NC2=NC=C(C(=N2)C2=CN=C(N2C2CCC2)C)F)C=C1 (2-[4-(Morpholino)anilino]-4-(1-cyclobutyl-2-methyl-1H-imidazol-5-yl)-5-fluoropyrimidine), solid. Yield: 76.0%. Reaction SMILES: [CH:1]1([N:5]2[C:9]([C:10](=O)/[C:11](/[F:16])=[CH:12]/N(C)C)=[CH:8][N:7]=[C:6]2[CH3:18])[CH2:4][CH2:3][CH2:2]1.[N:19]1([C:25]2[CH:30]=[CH:29][C:28]([NH:31][C:32]([NH2:34])=[NH:33])=[CH:27][CH:26]=2)[CH2:24][CH2:23][O:22][CH2:21][CH2:20]1>>[O:22]1[CH2:23][CH2:24][N:19]([C:25]2[CH:26]=[CH:27][C:28]([NH:31][C:32]3[N:34]=[C:10]([C:9]4[N:5]([CH:1]5[CH2:4][CH2:3][CH2:2]5)[C:6]([CH3:18])=[N:7][CH:8]=4)[C:11]([F:16])=[CH:12][N:33]=3)=[CH:29][CH:30]=2)[CH2:20][CH2:21]1. Reported procedure: The title compound was prepared from (2Z)-1-(1-cyclobutyl-2-methyl-1H-imidazol-5-yl)-3-(dimethylamino)-2-fluoroprop-2-en-1-one (Method 16; 234 mg) and N-(4-morpholin-4-ylphenyl)guanidine (Method 4; 410 mg) by the procedure of Example 111 to yield a white solid (288 mg, 76%). NMR: 1.61-1.72 (m, 2H), 2.29-2.45 (m, 4H), 2.75 (s, 3H), 3.26-3.34 (m, 4H), 3.90-3.97 (m, 4H), 5.22 (quintet, 1H), 7.38-7.45 (m, 2H), 7.68 (d, 2H), 8.08 (d, 1H), 8.73 (d, 1H), 9.95 (brs, 1H); m/z 409. The reactants are BrC1=CC=C(C(=N1)Cl)C1(CC1)CO ((1-(6-bromo-2-chloropyridin-3-yl)cyclopropyl)methanol), FC1=CC=C(C=C1)C=1OC2=C(C1C(NC)=O)C=C(C(=C2)N(S(=O)(=O)C)C)B(O)O ((2-(4-fluorophenyl)-3-(methylcarbamoyl)-6-(N-methylmethylsulfonamido)benzofuran-5-yl)boronic acid), C(=O)([O-])[O-].[K+].[K+] (K2CO3). The reagents and catalysts are C1=CC=C(C=C1)P([C-]2C=CC=C2)C3=CC=CC=C3.C1=CC=C(C=C1)P([C-]2C=CC=C2)C3=CC=CC=C3.Cl[Pd]Cl.[Fe+2] (Pd(dppf)Cl2). The solvent is O1CCOCC1 (1,4-Dioxane), O (water). Reaction conditions: temperature 70 celsius, time 8 hour. Product: ClC1=C(C=CC(=N1)C=1C(=CC2=C(C(=C(O2)C2=CC=C(C=C2)F)C(=O)NC)C1)N(S(=O)(=O)C)C)C1(CC1)CO (5-(6-chloro-5-(1-(hydroxymethyl)cyclopropyl)pyridin-2-yl)-2-(4-fluorophenyl)-N-methyl-6-(N-methylmethylsulfonamido)benzofuran-3-carboxamide). The yield is 37.6%. RXN SMILES: Br[C:2]1[N:7]=[C:6]([Cl:8])[C:5]([C:9]2([CH2:12][OH:13])[CH2:11][CH2:10]2)=[CH:4][CH:3]=1.[F:14][C:15]1[CH:20]=[CH:19][C:18]([C:21]2[O:22][C:23]3[CH:33]=[C:32]([N:34]([CH3:39])[S:35]([CH3:38])(=[O:37])=[O:36])[C:31](B(O)O)=[CH:30][C:24]=3[C:25]=2[C:26](=[O:29])[NH:27][CH3:28])=[CH:17][CH:16]=1.C([O-])([O-])=O.[K+].[K+]>O1CCOCC1.O.C1C=CC(P(C2C=CC=CC=2)[C-]2C=CC=C2)=CC=1.C1C=CC(P(C2C=CC=CC=2)[C-]2C=CC=C2)=CC=1.Cl[Pd]Cl.[Fe+2]>[Cl:8][C:6]1[N:7]=[C:2]([C:31]2[C:32]([N:34]([CH3:39])[S:35]([CH3:38])(=[O:37])=[O:36])=[CH:33][C:23]3[O:22][C:21]([C:18]4[CH:19]=[CH:20][C:15]([F:14])=[CH:16][CH:17]=4)=[C:25]([C:26]([NH:27][CH3:28])=[O:29])[C:24]=3[CH:30]=2)[CH:3]=[CH:4][C:5]=1[C:9]1([CH2:12][OH:13])[CH2:11][CH2:10]1 |f:2.3.4,7.8.9.10|. Procedure: To a solution of (1-(6-bromo-2-chloropyridin-3-yl)cyclopropyl)methanol (100 mg, 0.381 mmol) and (2-(4-fluorophenyl)-3-(methylcarbamoyl)-6-(N-methylmethylsulfonamido)benzofuran-5-yl)boronic acid (160 mg, 0.381 mmol) in 1,4-Dioxane (2 mL) and water (20 μL) was added K2CO3 (105 mg, 0.762 mmol) and Pd(dppf)Cl2 (55 mg, 0.075 mmol). The mixture was heated to 70° C. and stirred overnight. Filtration through a pad of celite removed the solid. After washing with ethyl acetate, the combined filtrate was c... Reactants: Cl.N[C@@H]1CC[C@H](CC1)C(=O)OC (methyl trans-4-aminocyclohexane-carboxylate-hydrochloride), C1(=CC=CC=C1)CCC=O (3-phenylpropionaldehyde), C(#N)[BH3-].[Na+] (sodium cyanoborohydride). Solvent: CO (methanol), O (water). The product is Cl.COC(=O)[C@@H]1CC[C@H](CC1)NCCCC1=CC=CC=C1 (N-[trans-4-(methoxycarbonyl)-cyclohexyl]-N-(3-phenylpropyl)-amine-hydrochloride). Reaction SMILES: [ClH:1].[NH2:2][C@H:3]1[CH2:8][CH2:7][C@H:6]([C:9]([O:11][CH3:12])=[O:10])[CH2:5][CH2:4]1.[C:13]1([CH2:19][CH2:20][CH:21]=O)[CH:18]=[CH:17][CH:16]=[CH:15][CH:14]=1.C([BH3-])#N.[Na+]>CO.O>[ClH:1].[CH3:12][O:11][C:9]([C@H:6]1[CH2:5][CH2:4][C@H:3]([NH:2][CH2:21][CH2:20][CH2:19][C:13]2[CH:18]=[CH:17][CH:16]=[CH:15][CH:14]=2)[CH2:8][CH2:7]1)=[O:10] |f:0.1,3.4,7.8|. Procedure details: A solution of 2 g of methyl trans-4-aminocyclohexane-carboxylate-hydrochloride, 1.5 ml of 3-phenylpropionaldehyde and 1.3 g of sodium cyanoborohydride in 40 ml of dry methanol is stirred for 20 hours at ambient temperature. The mixture is diluted with water and extracted with ethyl acetate. The combined ethyl acetate phases are dried, acidified with ethereal hydrochloric acid and the solvent is removed under reduced pressure. The residue is triturated with acetone, suction filtered and washed wi... Starting materials: COC1CCC(CC1)=O (4-methoxycyclohexanone), C(C)(=O)OCC (ethyl acetate), [H-].[Na+] (sodium hydride), [H-].[Na+] (sodium hydride), Cl (hydrochloric acid). The solvent is CO (methanol), C1=CC=CC=C1 (benzene), O (water). Reaction conditions: time 3 hour. The product is C(C)(=O)C1C(CCC(C1)OC)=O (2-acetyl-4-methoxycyclohexanone). Yield: 43.2%. Reaction SMILES: [C:1](OCC)(=[O:3])[CH3:2].[H-].[Na+].[CH3:9][O:10][CH:11]1[CH2:16][CH2:15][C:14](=[O:17])[CH2:13][CH2:12]1.Cl>C1C=CC=CC=1.O.CO>[C:1]([CH:15]1[CH2:16][CH:11]([O:10][CH3:9])[CH2:12][CH2:13][C:14]1=[O:17])(=[O:3])[CH3:2] |f:1.2|. Procedure details: To 2.5 g of ethyl acetate was added 1.12 g of 60% sodium hydride and, a solution of 1.78 g of 4-methoxycyclohexanone in benzene was added to the mixture. After reacting at 40° C. for 3 hours, methanol was added to decompose an excess of sodium hydride, which was poured into water. The mixture was neutralized with hydrochloric acid ahd extracted with ether to give 1.02 g of 2-acetyl-4-methoxycyclohexanone. Starting materials: C12C(CC(C=C1)CC2)=O (bicyclo[2.2.2]oct-5-en-2-one), FC1=CC=C(C=O)C=C1 (4-fluorobenzaldehyde), [OH-].[K+] (KOH). Solvent: CC(C)O (2-propanol), O (H2O), CCOCC (ether). The product is FC1=CC=C(C=C2C(C3C=CC2CC3)=O)C=C1 (3-(4-fluorobenzylidene)bicyclo[2.2.2]oct-5-en-2-one). RXN SMILES: [CH:1]12[CH2:8][CH2:7][CH:4]([CH:5]=[CH:6]1)[CH2:3][C:2]2=[O:9].[F:10][C:11]1[CH:18]=[CH:17][C:14]([CH:15]=O)=[CH:13][CH:12]=1.[OH-].[K+]>CC(O)C.O.CCOCC>[F:10][C:11]1[CH:18]=[CH:17][C:14]([CH:15]=[C:3]2[CH:4]3[CH2:7][CH2:8][CH:1]([CH:6]=[CH:5]3)[C:2]2=[O:9])=[CH:13][CH:12]=1 |f:2.3|. Procedure: A solution of bicyclo[2.2.2]oct-5-en-2-one (J. Org. Chem. 33, 2211 (1968)) (3.34 g, 27.4 mmoles), 4-fluorobenzaldehyde (3.08 ml, 28.7 mmoles) and KOH (2 pellets) in 10 ml of 2-propanol was heated at 60° C. for 1.5 hours, cooled to room temperature and diluted with H2O and ether. The organic layer was washed with H2O, 2% aqueous HCl, saturated NaHCO3 and brine and dried (MgSO4). Removal of the volatiles in vacuo provided a residue which was recrystallized with hexanes. mp 85°-86° C.